This data is from the Open Reaction Database (ORD), a public repository of structured organic reaction records. The task is: describe an organic reaction: reactants, conditions, products, and yield The reactants are ice water, CC=1NC(NC1)=O (1,3-dihydro-4-methyl-2H-imidazol-2-one), [Cl-].[Al+3].[Cl-].[Cl-] (aluminum chloride), O1C(=CC=C1)C(=O)Cl (furanoyl chloride). Solvent: [N+](=O)([O-])C1=CC=CC=C1 (nitrobenzene). Run at temperature 60 celsius, time 3 hour. Yields the product O1C(=CC=C1)C(=O)C=1NC(NC1C)=O (1,3-Dihydro-4-(2-furanoyl)-5-methyl-2H-imidazol-2-one). As a reaction SMILES: [CH3:1][C:2]1[NH:3][C:4](=[O:7])[NH:5][CH:6]=1.[Cl-].[Al+3].[Cl-].[Cl-].[O:12]1[CH:16]=[CH:15][CH:14]=[C:13]1[C:17](Cl)=[O:18]>[N+](C1C=CC=CC=1)([O-])=O>[O:12]1[CH:16]=[CH:15][CH:14]=[C:13]1[C:17]([C:6]1[NH:5][C:4](=[O:7])[NH:3][C:2]=1[CH3:1])=[O:18] |f:1.2.3.4|. Reported procedure: To a slurry of 8.9 g of 1,3-dihydro-4-methyl-2H-imidazol-2-one and 24.0 g of aluminum chloride in 135 ml of nitrobenzene is added 12.9 g of furanoyl chloride in a dropwise manner. The mixture is stirred at 60° C. for 3 hours, cooled and poured over ice water. The solid is then filtered and recrystallized twice from methyl alcohol to afford the title compound. M.P. 214°-216° C. Starting materials: [H-].[Na+] (sodium hydride), ClC1=NC(=CC=C1C(=O)N1CC=2N(CC3=C1C=CC=C3)C=CC2)Cl ((2,6-dichloropyridin-3-yl)(5H,11H-pyrrolo[2,1-c][1,4]benzodiazepin-10-yl)-methanone), N1N=CC=C1 (pyrazole), [H][H] (hydrogen). Run in oil, CN(C=O)C (dimethylformamide), [Cl-].[Na+].O (brine). Run at temperature 110 celsius. Yields the product ClC1=NC(=CC=C1C(=O)N1CC=2N(CC3=C1C=CC=C3)C=CC2)N2N=CC=C2 ((2-Chloro-6-pyrazol-1-yl-pyridin-3-yl)-(5H,11H-pyrrolo[2,1-c][1,4]benzodiazepin-10-yl)-methanone). The yield is 24.7%. Reaction SMILES: [H-].[Na+].[NH:3]1[CH:7]=[CH:6][CH:5]=[N:4]1.[H][H].[Cl:10][C:11]1[C:16]([C:17]([N:19]2[C:25]3[CH:26]=[CH:27][CH:28]=[CH:29][C:24]=3[CH2:23][N:22]3[CH:30]=[CH:31][CH:32]=[C:21]3[CH2:20]2)=[O:18])=[CH:15][CH:14]=[C:13](Cl)[N:12]=1>CN(C)C=O.[Cl-].[Na+].O>[Cl:10][C:11]1[C:16]([C:17]([N:19]2[C:25]3[CH:26]=[CH:27][CH:28]=[CH:29][C:24]=3[CH2:23][N:22]3[CH:30]=[CH:31][CH:32]=[C:21]3[CH2:20]2)=[O:18])=[CH:15][CH:14]=[C:13]([N:3]2[CH:7]=[CH:6][CH:5]=[N:4]2)[N:12]=1 |f:0.1,6.7.8|. Procedure details: To a suspension of 60% sodium hydride in oil (0.1 g) in dimethylformamide (25 ml) was added dropwise pyrazole (0.15 g). After hydrogen gas evolution ceased, (2,6-dichloropyridin-3-yl)(5H,11H-pyrrolo[2,1-c][1,4]benzodiazepin-10-yl)-methanone (0.67 g) was added and the reaction mixture was heated in a sand bath at 110° C. for 18 hours. The mixture was poured onto ice, diluted with brine, and extracted with dichloromethane. The combined extracts were dried over anhydrous sodium sulfate and filtered... The reactants are BrCCC1=CNC2=CC=C(C=C12)F (3-(2-bromo-ethyl)-5-fluoro-1H-indole), N1C=NC=C1 (imidazole), C(C)N(C(C)C)C(C)C (ethyl-diisopropylamine). The solvent is O1CCOCC1 (dioxane). Product: N1(C=NC=C1)CCC1=CNC2=CC=C(C=C12)F (3-(2-(1H-Imidazol-1-yl)ethyl)-5-fluoro-1H-indole). Reaction SMILES: Br[CH2:2][CH2:3][C:4]1[C:12]2[C:7](=[CH:8][CH:9]=[C:10]([F:13])[CH:11]=2)[NH:6][CH:5]=1.[NH:14]1[CH:18]=[CH:17][N:16]=[CH:15]1.C(N(C(C)C)C(C)C)C>O1CCOCC1>[N:14]1([CH2:2][CH2:3][C:4]2[C:12]3[C:7](=[CH:8][CH:9]=[C:10]([F:13])[CH:11]=3)[NH:6][CH:5]=2)[CH:18]=[CH:17][N:16]=[CH:15]1. Reported procedure: A solution of 3-(2-bromo-ethyl)-5-fluoro-1H-indole (4.84 g, 20 mmol), imidazole (1.36 g, 20 mmol) and ethyl-diisopropylamine (3.4 ml, 20 mmol) in abs. dioxane (50 ml) was stirred at 90° C. for 8 h until according to TLC educt was no longer present. The solvent was then removed i. vac., CHCl3 (100 ml) was added to the residue and the organic phase was washed twice with water. The organic phase was dried over Na2SO4 and concentrated i. vac. and the residue which remained was purified by flash chro... The reactants are N1=CC=NC2=CC=CC=C12 (Quinoxaline). Reagents/catalysts: O=[Pt]=O (PtO2). The solvent is C(C)O (ethanol). The product is N1CCNC2=CC=CC=C12 (1,2,3,4-terahydroquinoxaline). Isolated yield 75.0%. RXN SMILES: [N:1]1[C:10]2[C:5](=[CH:6][CH:7]=[CH:8][CH:9]=2)[N:4]=[CH:3][CH:2]=1>O=[Pt]=O.C(O)C>[NH:1]1[C:10]2[C:5](=[CH:6][CH:7]=[CH:8][CH:9]=2)[NH:4][CH2:3][CH2:2]1. Procedure: Quinoxaline was hydrogenated at 60 psi, 50° C. with PtO2 catalyst in ethanol to produce 1,2,3,4-terahydroquinoxaline (THQ). Reactants: C(C)(C)(C)OC(=O)N1C(=NC2=C1C=C(C=C2)C(C(F)(F)F)O)C2=C(C=CC=C2C)C (2-(2,6-dimethylphenyl)-6-(2,2,2-trifluoro-1-hydroxyethyl)-benzoimidazole-1-carboxylic acid tert-butyl ester), CC(=O)OI1(C=2C=CC=CC2C(=O)O1)(OC(=O)C)OC(=O)C (Dess-Martin reagent). The solvent is C(Cl)Cl (methylene chloride). Run at time 18 hour. Yields the product C(C)(C)(C)OC(=O)N1C(=NC2=C1C=C(C=C2)C(C(F)(F)F)=O)C2=C(C=CC=C2C)C (2-(2,6-dimethylphenyl)-6-(2,2,2-trifluoroacetyl)-benzoimidazole-1-carboxylic acid tert-butyl ester). Reaction SMILES: [C:1]([O:5][C:6]([N:8]1[C:12]2[CH:13]=[C:14]([CH:17]([OH:22])[C:18]([F:21])([F:20])[F:19])[CH:15]=[CH:16][C:11]=2[N:10]=[C:9]1[C:23]1[C:28]([CH3:29])=[CH:27][CH:26]=[CH:25][C:24]=1[CH3:30])=[O:7])([CH3:4])([CH3:3])[CH3:2].CC(OI1(OC(C)=O)(OC(C)=O)OC(=O)C2C=CC=CC1=2)=O>C(Cl)Cl>[C:1]([O:5][C:6]([N:8]1[C:12]2[CH:13]=[C:14]([C:17](=[O:22])[C:18]([F:19])([F:20])[F:21])[CH:15]=[CH:16][C:11]=2[N:10]=[C:9]1[C:23]1[C:28]([CH3:29])=[CH:27][CH:26]=[CH:25][C:24]=1[CH3:30])=[O:7])([CH3:4])([CH3:3])[CH3:2]. Procedure: To a solution of 2-(2,6-dimethylphenyl)-6-(2,2,2-trifluoro-1-hydroxyethyl)-benzoimidazole-1-carboxylic acid tert-butyl ester (475 mg) in methylene chloride (15 mL) was added Dess-Martin reagent (527 mg) and the mixture was stirred at ambient temperature for 18 h. The mixture was washed with water and sodium bicarbonate solution then was dried over sodium sulfate. The solvent was removed under reduced pressure to give 2-(2,6-dimethylphenyl)-6-(2,2,2-trifluoroacetyl)-benzoimidazole-1-carboxylic ac... Starting materials: C(C1=CC(OC)=C(O)C=C1)O (vanillyl alcohol), C(C=C)Br (allyl bromide), C1(=CC=CC=C1)O (phenol), C([O-])([O-])=O.[K+].[K+] (Potassium carbonate). The solvent is CC(=O)C (Acetone), C(Cl)Cl (CH2Cl2), O (H2O), CCOC(=O)C (EtOAc), CC(=O)C (acetone), C(Cl)Cl (CH2Cl2). Reaction conditions: temperature 60 celsius. The product is COC=1C=C(C=CC1OCC=C)CO (3-Methoxy-4-(2-propenyloxy)benzenemethanol). Yield: 94.8%. RXN SMILES: [CH2:1]([OH:11])[C:2]1[CH:10]=[CH:9][C:7]([OH:8])=[C:4]([O:5][CH3:6])[CH:3]=1.[CH2:12](Br)[CH:13]=[CH2:14].C(=O)([O-])[O-].[K+].[K+].C1(O)C=CC=CC=1>CC(C)=O.C(Cl)Cl.CCOC(C)=O.O>[CH3:6][O:5][C:4]1[CH:3]=[C:2]([CH2:1][OH:11])[CH:10]=[CH:9][C:7]=1[O:8][CH2:14][CH:13]=[CH2:12] |f:2.3.4|. Reported procedure: Acetone (107.5 mL), vanillyl alcohol (25 g, 0.163 mol), and allyl bromide (15.8 mL, 0.183 mol) were added to a 250 mL, round-bottomed flask and stirred until homogeneous. Potassium carbonate (22.5 g, 0.163 mol) was then added slowly, which briefly gave a light pink color that indicated deprotonation of the phenol. The mixture was heated at 60° C. overnight. The reaction was monitored by TLC using 10% acetone in CH2Cl2 as eluent. Upon completion, the reaction mixture was allowed to cool to rt wit...